From a dataset of the Open Reaction Database (ORD), a public repository of structured organic reaction records. describe an organic reaction: reactants, conditions, products, and yield Starting materials: C(C)OC=1C=C(C=CC1C(F)(F)F)C1=NC=2N(C(=C1)C(F)(F)F)N=CC2C(=O)O (5-(3-ethoxy-4-trifluoromethyl-phenyl)-7-trifluoromethyl-pyrazolo[1,5-a]pyrimidine-3-carboxylic acid), NC=1C=C(C=CC1)S(=O)(=O)NC1CC1 (3-amino-N-cyclopropyl-benzenesulfonamide). Yields the product C1(CC1)NS(=O)(=O)C=1C=C(C=CC1)NC(=O)C=1C=NN2C1N=C(C=C2C(F)(F)F)C2=CC(=C(C=C2)C(F)(F)F)OCC (5-(3-Ethoxy-4-trifluoromethyl-phenyl)-7-trifluoromethyl-pyrazolo[1,5-a]pyrimidine-3-carboxylic acid(3-cyclopropylsulfamoyl-phenyl)-amide). As a reaction SMILES: [CH2:1]([O:3][C:4]1[CH:5]=[C:6]([C:14]2[CH:19]=[C:18]([C:20]([F:23])([F:22])[F:21])[N:17]3[N:24]=[CH:25][C:26]([C:27](O)=[O:28])=[C:16]3[N:15]=2)[CH:7]=[CH:8][C:9]=1[C:10]([F:13])([F:12])[F:11])[CH3:2].[NH2:30][C:31]1[CH:32]=[C:33]([S:37]([NH:40][CH:41]2[CH2:43][CH2:42]2)(=[O:39])=[O:38])[CH:34]=[CH:35][CH:36]=1>>[CH:41]1([NH:40][S:37]([C:33]2[CH:32]=[C:31]([NH:30][C:27]([C:26]3[CH:25]=[N:24][N:17]4[C:18]([C:20]([F:21])([F:22])[F:23])=[CH:19][C:14]([C:6]5[CH:7]=[CH:8][C:9]([C:10]([F:13])([F:12])[F:11])=[C:4]([O:3][CH2:1][CH3:2])[CH:5]=5)=[N:15][C:16]=34)=[O:28])[CH:36]=[CH:35][CH:34]=2)(=[O:39])=[O:38])[CH2:43][CH2:42]1. Reported procedure: The title compound was prepared from 5-(3-ethoxy-4-trifluoromethyl-phenyl)-7-trifluoromethyl-pyrazolo[1,5-a]pyrimidine-3-carboxylic acid (example C.11) and 3-amino-N-cyclopropyl-benzenesulfonamide [CAS 459434-39-0] according to general procedure II. Yellow solid. MS (ISP) 612.2 [(M−H)−]; mp 225° C. Starting materials: OC1=C(C=CC(=C1)O)C(CC)=O (2',4'-dihydroxypropiophenone), C(C1=CC=CC=C1)Br (benzyl bromide), C([O-])([O-])=O.[K+].[K+] (potassium carbonate). Run in CC(=O)C (acetone). The product is C(C1=CC=CC=C1)OC1=CC(=C(C=C1)C(CC)=O)O (4'-benzyloxy-2'-hydroxypropiophenone). Isolated yield 60.9%. RXN SMILES: [OH:1][C:2]1[CH:7]=[C:6]([OH:8])[CH:5]=[CH:4][C:3]=1[C:9](=[O:12])[CH2:10][CH3:11].[CH2:13](Br)[C:14]1[CH:19]=[CH:18][CH:17]=[CH:16][CH:15]=1.C(=O)([O-])[O-].[K+].[K+]>CC(C)=O>[CH2:13]([O:8][C:6]1[CH:5]=[CH:4][C:3]([C:9](=[O:12])[CH2:10][CH3:11])=[C:2]([OH:1])[CH:7]=1)[C:14]1[CH:19]=[CH:18][CH:17]=[CH:16][CH:15]=1 |f:2.3.4|. Procedure details: A mixture of 5.0 g of 2',4'-dihydroxypropiophenone, 5.4 g of benzyl bromide, 6.2 g of potassium carbonate and 50 ml of acetone was refluxed for 7 hours. After cooling, the solid was separated by filtration. The filtrate was concentrated, and the residue was separated by column chromatography to give 4.7 g of 4'-benzyloxy-2'-hydroxypropiophenone as a white solid (yield 61%, melting point 111.5°-112.5° C.). Then, a mixture of 4.5 g of this solid, 3.5 g of ethyl bromoacetate, 6.1 g of potassium car... The reactants are CC1(C)C=C(c2ccc3ccccc3n2)c2cc(C#N)ccc2O1, CCO. Yields the product CC1(C)CC(c2ccc3ccccc3n2)c2cc(C#N)ccc2O1. RXN SMILES: [CH3:1][C:2]1([CH3:24])[O:3][c:4]2[c:5]([cH:18][c:19]([C:22]#[N:23])[cH:20][cH:21]2)[C:6]([c:8]2[n:9][c:10]3[cH:11][cH:12][cH:13][cH:14][c:15]3[cH:16][cH:17]2)=[CH:7]1.[CH3:25][CH2:26][OH:27]>>[CH3:1][C:2]1([CH3:24])[O:3][c:4]2[c:5]([cH:18][c:19]([C:22]#[N:23])[cH:20][cH:21]2)[CH:6]([c:8]2[n:9][c:10]3[cH:11][cH:12][cH:13][cH:14][c:15]3[cH:16][cH:17]2)[CH2:7]1. Reactants: Clc1ccc(CBr)c(Cl)c1, CC(C)[N-]C(C)C, CC1CC2(CCC1N1CCCC1=O)OCCO2, [Li+]. The product is CC1CC2(CCC1N1CCC(Cc3ccc(Cl)cc3Cl)C1=O)OCCO2. RXN SMILES: [Br:26][CH2:27][c:28]1[c:29]([Cl:35])[cH:30][c:31]([Cl:34])[cH:32][cH:33]1.[CH3:19][CH:20]([N-:21][CH:22]([CH3:23])[CH3:24])[CH3:25].[CH3:1][CH:2]1[CH2:3][C:4]2([O:5][CH2:6][CH2:7][O:8]2)[CH2:9][CH2:10][CH:11]1[N:12]1[C:13](=[O:17])[CH2:14][CH2:15][CH2:16]1.[Li+:18]>>[CH3:1][CH:2]1[CH2:3][C:4]2([O:5][CH2:6][CH2:7][O:8]2)[CH2:9][CH2:10][CH:11]1[N:12]1[C:13](=[O:17])[CH:14]([CH2:27][c:28]2[c:29]([Cl:35])[cH:30][c:31]([Cl:34])[cH:32][cH:33]2)[CH2:15][CH2:16]1. Product: C(C)C1(C(CCC1)=O)C(=O)OCC (2-ethyl-2-carboethoxycyclopentanone). As a reaction SMILES: [Na].[CH2:2](O)[CH3:3].[C:5]([CH:10]1[CH2:14][CH2:13][CH2:12][C:11]1=[O:15])([O:7][CH2:8][CH3:9])=[O:6].C(I)C>[Cl-].[Na+].O.O>[CH2:2]([C:10]1([C:5]([O:7][CH2:8][CH3:9])=[O:6])[CH2:14][CH2:13][CH2:12][C:11]1=[O:15])[CH3:3] |f:4.5.6,^1:0|. The solvent is O (water), [Cl-].[Na+].O (brine). Procedure: In a three-necked flask 5.0 g. of sodium metal was dissolved in 250 ml. of dry ethanol and 31.24 g. (0.20 mole) 2-carboethoxycyclopentanone added. To the resulting yellow solution 18.4 ml. (0.23 mole) ethyl iodide was added dropwise and the mixture heated at reflux for two hours. After cooling, 250 ml. of brine and 50 ml. of water were added and the mixture extracted with ethyl ether (2×100 ml.). After drying (MgSO4) and evaporation of solvent 36.5 g. (99%) of 2-ethyl-2-carboethoxycyclopentanone... Yield: 99.0%. Starting materials: C(C)I (ethyl iodide), [Na] (sodium), solution, C(C)O (ethanol), C(=O)(OCC)C1C(CCC1)=O (2-carboethoxycyclopentanone). Starting materials: BrCCBr, BrCCCCCCC1CC1, [Mg], O=C=O, C1CCOC1. The product is O=C(O)CCCCCCC1CC1. RXN SMILES: [Br:2][CH2:3][CH2:4][Br:5].[Br:6][CH2:7][CH2:8][CH2:9][CH2:10][CH2:11][CH2:12][CH:13]1[CH2:14][CH2:15]1.[Mg:1].[O:16]=[C:17]=[O:18].[O:19]1[CH2:20][CH2:21][CH2:22][CH2:23]1>>[CH2:7]([CH2:8][CH2:9][CH2:10][CH2:11][CH2:12][CH:13]1[CH2:14][CH2:15]1)[C:17](=[O:16])[OH:18]. Reactants: CCO, COCCOC, CCOC(C)=O, Nc1ncc(Br)nc1Cc1ccccc1, [Na+], [Na+], O=C([O-])[O-], OB(O)c1ccccc1. Yields the product Nc1ncc(-c2ccccc2)nc1Cc1ccccc1. Reaction SMILES: [CH3:16][CH2:17][OH:18].[CH3:34][O:35][CH2:36][CH2:37][O:38][CH3:39].[CH3:40][CH2:41][O:42][C:43](=[O:44])[CH3:45].[NH2:1][c:2]1[n:3][cH:4][c:5]([Br:15])[n:6][c:7]1[CH2:8][c:9]1[cH:10][cH:11][cH:12][cH:13][cH:14]1.[Na+:19].[Na+:20].[O-:21][C:22](=[O:23])[O-:24].[c:25]1([B:31]([OH:32])[OH:33])[cH:26][cH:27][cH:28][cH:29][cH:30]1>>[NH2:1][c:2]1[n:3][cH:4][c:5](-[c:25]2[cH:26][cH:27][cH:28][cH:29][cH:30]2)[n:6][c:7]1[CH2:8][c:9]1[cH:10][cH:11][cH:12][cH:13][cH:14]1. The product is COC(C)(C)C(=O)COc1ccc(Cl)cc1Cl. The reactants are COC(C)(C)C(=O)CBr, O=C([O-])[O-], CC#N, [K+], [K+], Oc1ccc(Cl)cc1Cl. RXN SMILES: [Br:10][CH2:11][C:12]([C:13]([CH3:14])([CH3:15])[O:16][CH3:17])=[O:18].[C:19](=[O:20])([O-:21])[O-:22].[CH3:25][C:26]#[N:27].[K+:23].[K+:24].[OH:1][c:2]1[cH:3][cH:4][c:5]([Cl:6])[cH:7][c:8]1[Cl:9]>>[O:1]([c:2]1[cH:3][cH:4][c:5]([Cl:6])[cH:7][c:8]1[Cl:9])[CH2:11][C:12]([C:13]([CH3:14])([CH3:15])[O:16][CH3:17])=[O:18]. Starting materials: CC(=O)O, CCCCCCc1cc(S(C)(=N)=O)cc2c(=O)c3cc(C(=O)OC)ccc3oc12, N#CO[Na], O. Yields the product CCCCCCc1cc(S(C)(=O)=NC(N)=O)cc2c(=O)c3cc(C(=O)OC)ccc3oc12. As a reaction SMILES: [CH3:35][C:36](=[O:37])[OH:38].[CH3:5][S:6](=[O:7])(=[NH:8])[c:9]1[cH:10][c:11]([CH2:28][CH2:29][CH2:30][CH2:31][CH2:32][CH3:33])[c:12]2[o:13][c:14]3[cH:15][cH:16][c:17]([C:24](=[O:25])[O:26][CH3:27])[cH:18][c:19]3[c:20](=[O:23])[c:21]2[cH:22]1.[Na:1][O:2][C:3]#[N:4].[OH2:34]>>[O:2]=[C:3]([NH2:4])[N:8]=[S:6]([CH3:5])(=[O:7])[c:9]1[cH:10][c:11]([CH2:28][CH2:29][CH2:30][CH2:31][CH2:32][CH3:33])[c:12]2[o:13][c:14]3[cH:15][cH:16][c:17]([C:24](=[O:25])[O:26][CH3:27])[cH:18][c:19]3[c:20](=[O:23])[c:21]2[cH:22]1.